This data is from the Open Reaction Database (ORD), a public repository of structured organic reaction records. The task is: describe an organic reaction: reactants, conditions, products, and yield The reactants are ClC=1C=CC(N(C1)C1=NC=C(C=C1)CC=1N=CN(C1)C(C1=CC=CC=C1)(C1=CC=CC=C1)C1=CC=CC=C1)=O (5-chloro-5'-(1-trityl-1H-imidazol-4-ylmethyl)-[1,2']bipyridinyl-2-one), FC(C(=O)O)(F)F (trifluoroacetic acid), C(C)[SiH](CC)CC (Triethylsilane). Solvent: C(Cl)Cl (CH2Cl2). Run at time 5 minute. Yields the product [NH4+].[OH-] (NH4OH), ClC=1C=CC(N(C1)C1=NC=C(C=C1)CC=1N=CNC1)=O (5-Chloro-5'-(imidazol-4-ylmethyl)-[1,2']bipyridinyl-2-one). Yield: 0.1%. Reaction SMILES: [Cl:1][C:2]1[CH:3]=[CH:4][C:5](=[O:39])[N:6]([C:8]2[CH:13]=[CH:12][C:11]([CH2:14][C:15]3[N:16]=[CH:17][N:18](C(C4C=CC=CC=4)(C4C=CC=CC=4)C4C=CC=CC=4)[CH:19]=3)=[CH:10][N:9]=2)[CH:7]=1.FC(F)(F)C(O)=O.C([SiH](CC)CC)C>C(Cl)Cl>[NH4+:6].[OH-:39].[Cl:1][C:2]1[CH:3]=[CH:4][C:5](=[O:39])[N:6]([C:8]2[CH:13]=[CH:12][C:11]([CH2:14][C:15]3[N:16]=[CH:17][NH:18][CH:19]=3)=[CH:10][N:9]=2)[CH:7]=1 |f:4.5|. Reported procedure: To a stirred solution of 5-chloro-5'-(1-triphenylmethyl-1H-imidazol-4-ylmethyl)-[1,2']bipyridinyl-2-one from Example 23 step 5 (1.00 g, 1.89 mmol) in CH2Cl2 (15 mL) was added trifluoroacetic acid (0.86 g, 7.6 mmol) and the dark yellow solution was stirred for 5 min at ambient temperature. Triethylsilane was added dropwise until the yellow color was dissipated and the solution was concentrated in vacuo. The residue was purified by flash column chromatography, eluting with CH2Cl2 ; 1% MeOH; 0.1% N... The reactants are NC1=C(NC2=CC(=CC=C12)Cl)C(C1=CC(=CC=C1)Cl)=O (3-amino-6-chloro-2-(3-chlorobenzoyl)indole), COCC(=O)Cl (methoxyacetyl chloride). Yields the product ClC1=CC=C2C(=C(NC2=C1)C(C1=CC(=CC=C1)Cl)=O)NC(COC)=O (6-Chloro-2-(3-chlorobenzoyl)-3-(methoxyacetylamino)indole). As a reaction SMILES: [NH2:1][C:2]1[C:10]2[C:5](=[CH:6][C:7]([Cl:11])=[CH:8][CH:9]=2)[NH:4][C:3]=1[C:12](=[O:20])[C:13]1[CH:18]=[CH:17][CH:16]=[C:15]([Cl:19])[CH:14]=1.[CH3:21][O:22][CH2:23][C:24](Cl)=[O:25]>>[Cl:11][C:7]1[CH:6]=[C:5]2[C:10]([C:2]([NH:1][C:24](=[O:25])[CH2:23][O:22][CH3:21])=[C:3]([C:12](=[O:20])[C:13]3[CH:18]=[CH:17][CH:16]=[C:15]([Cl:19])[CH:14]=3)[NH:4]2)=[CH:9][CH:8]=1. Reported procedure: The title compound was prepared according to the procedure described in Example 19 employing 3-amino-6-chloro-2-(3-chlorobenzoyl)indole (Example 30) and methoxyacetyl chloride. m.p.: 154-155° C. 1H-NMR (CDCl3) δ: 10.22 (1H, br s), 8.41 (1H, br s), 8.21 (1H, d, J=9.2 Hz), 7.77 (1H, dd, J=1.5, 2.2 Hz), 7.68 (1H, ddd, J=1.1, 1.5, 7.7 Hz), 7.59 (1H, ddd, J=1.1, 1.8, 7.7 Hz), 7.49 (1H, dd, J=7.7, 8.1 Hz), 7.34 (1H, d, J=1.8 Hz), 7.13 (1H, dd, J=1.8, 8.8 Hz), 4.05 (2H, s), 3.53 (3H, s) The reactants are CCOC(=O)CCc1cn(Cc2ccc(C(=O)O)cc2)nc1-c1ccccc1, Cc1oc(-c2ccccc2)nc1CN, CN(C)C=O, O, O, On1nnc2ccccc21. The product is CCOC(=O)CCc1cn(Cc2ccc(C(=O)NCc3nc(-c4ccccc4)oc3C)cc2)nc1-c1ccccc1. RXN SMILES: [CH2:1]([CH3:2])[O:3][C:4](=[O:5])[CH2:6][CH2:7][c:8]1[c:9](-[c:23]2[cH:24][cH:25][cH:26][cH:27][cH:28]2)[n:10][n:11]([CH2:13][c:14]2[cH:15][cH:16][c:17]([C:18](=[O:19])[OH:20])[cH:21][cH:22]2)[cH:12]1.[CH3:29][c:30]1[c:31]([CH2:41][NH2:42])[n:32][c:33](-[c:35]2[cH:36][cH:37][cH:38][cH:39][cH:40]2)[o:34]1.[CH3:54][N:55]([CH3:56])[CH:57]=[O:58].[OH2:43].[OH2:59].[OH:44][n:45]1[c:46]2[cH:47][cH:48][cH:49][cH:50][c:51]2[n:52][n:53]1>>[CH2:1]([CH3:2])[O:3][C:4](=[O:5])[CH2:6][CH2:7][c:8]1[c:9](-[c:23]2[cH:24][cH:25][cH:26][cH:27][cH:28]2)[n:10][n:11]([CH2:13][c:14]2[cH:15][cH:16][c:17]([C:18](=[O:20])[NH:42][CH2:41][c:31]3[c:30]([CH3:29])[o:34][c:33](-[c:35]4[cH:36][cH:37][cH:38][cH:39][cH:40]4)[n:32]3)[cH:21][cH:22]2)[cH:12]1. Starting materials: C(C)(C)(C)OC(=O)N1C(CCC1)C(NC1=C(C=C(C=C1)C1=C(C=CC=C1)S(=O)(=O)C)F)=O (2-(3-Fluoro-2′-methanesulfonyl-biphenyl-4-ylcarbamoyl)-pyrrolidine-1-carboxylic acid tert-butyl ester), FC(C(=O)O)(F)F (trifluoroacetic acid). The solvent is C(Cl)Cl (DCM). The product is FC=1C=C(C=CC1NC(=O)C1NCCC1)C1=C(C=CC=C1)S(=O)(=O)C (Pyrrolidine-2-carboxylic acid (3-fluoro-2′-methanesulfonyl-biphenyl-4-yl)-amide). Reaction SMILES: C(OC([N:8]1[CH2:12][CH2:11][CH2:10][CH:9]1[C:13](=[O:32])[NH:14][C:15]1[CH:20]=[CH:19][C:18]([C:21]2[CH:26]=[CH:25][CH:24]=[CH:23][C:22]=2[S:27]([CH3:30])(=[O:29])=[O:28])=[CH:17][C:16]=1[F:31])=O)(C)(C)C.FC(F)(F)C(O)=O>C(Cl)Cl>[F:31][C:16]1[CH:17]=[C:18]([C:21]2[CH:26]=[CH:25][CH:24]=[CH:23][C:22]=2[S:27]([CH3:30])(=[O:28])=[O:29])[CH:19]=[CH:20][C:15]=1[NH:14][C:13]([CH:9]1[CH2:10][CH2:11][CH2:12][NH:8]1)=[O:32]. Procedure details: 2-(3-Fluoro-2′-methanesulfonyl-biphenyl-4-ylcarbamoyl)-pyrrolidine-1-carboxylic acid tert-butyl ester (0.45 g, 0.93 mmol) was dissolved in 15 mL DCM and 15 mL trifluoroacetic acid and the resulting mixture was stirred at ambient temperature for 1 hour. The mixture was concentrated, and the residue was redissolved in 100 mL EtOAc, washed with sat. NaCl, dried with MgSO4, filtered and concentrated to yield title compound as an oil. (0.27 g, 80%) APCI (AP−): 361.1 (M−H)−. Reactants: OC1(C(C(C=C1)=O)CCCCC)C (3-hydroxy-2-n-pentyl-3-methyl-4-cyclopentenone), C(C)(=O)OC(C)=O (acetic anhydride), resultant mixture. The solvent is C(C)N(CC)CC (triethylamine). Product: C(C)(=O)OC1(C(C(C=C1)=O)CCCCC)C (3-acetoxy-2-n-pentyl-3-methyl-4-cyclopentenone). As a reaction SMILES: [OH:1][C:2]1([CH3:13])[CH:6]=[CH:5][C:4](=[O:7])[CH:3]1[CH2:8][CH2:9][CH2:10][CH2:11][CH3:12].[C:14](OC(=O)C)(=[O:16])[CH3:15]>C(N(CC)CC)C>[C:14]([O:1][C:2]1([CH3:13])[CH:6]=[CH:5][C:4](=[O:7])[CH:3]1[CH2:8][CH2:9][CH2:10][CH2:11][CH3:12])(=[O:16])[CH3:15]. Reported procedure: Into the same flask as used in Example 1, dl-3-hydroxy-2-n-pentyl-3-methyl-4-cyclopentenone (18.2 g), triethylamine (0.1 g) and acetic anhydride (36 g) were charged, and the resultant mixture was stirred at 60°-80° C. for 3 hours. After completion of the reaction, the reaction mixture was subjected to the same work-up as in Example 1 to give 21.9 g of dl-3-acetoxy-2-n-pentyl-3-methyl-4-cyclopentenone. Yield, 98%. B.P., 100°-110° C./0.1-0.3 mmHg).